From a dataset of the Open Reaction Database (ORD), a public repository of structured organic reaction records. describe an organic reaction: reactants, conditions, products, and yield Starting materials: C(C=C)OC(=O)C1=CC=C(C=C1)OC(=O)C1(CC=2C(CCC(C2C1)(C)C)(C)C)CCCCC (4,4,7,7-tetramethyl-2-pentyl-2,3,4,5,6,7-hexahydro-1H-indene-2-carboxylic acid 4-allyloxycarbonyl-phenyl ester). Run in C1CCOC1 (THF). Conditions: time 4 hour. Product: C(=O)(O)C1=CC=C(C=C1)OC(=O)C1(CC=2C(CCC(C2C1)(C)C)(C)C)CCCCC (4,4,7,7-tetramethyl-2-pentyl-2,3,4,5,6,7-hexahydro-1H-indene-2-carboxylic acid 4-carboxy-phenyl ester). The yield is 73.7%. RXN SMILES: C([O:4][C:5]([C:7]1[CH:12]=[CH:11][C:10]([O:13][C:14]([C:16]2([CH2:29][CH2:30][CH2:31][CH2:32][CH3:33])[CH2:24][C:23]3[C:22]([CH3:26])([CH3:25])[CH2:21][CH2:20][C:19]([CH3:28])([CH3:27])[C:18]=3[CH2:17]2)=[O:15])=[CH:9][CH:8]=1)=[O:6])C=C>C1COCC1>[C:5]([C:7]1[CH:8]=[CH:9][C:10]([O:13][C:14]([C:16]2([CH2:29][CH2:30][CH2:31][CH2:32][CH3:33])[CH2:24][C:23]3[C:22]([CH3:25])([CH3:26])[CH2:21][CH2:20][C:19]([CH3:27])([CH3:28])[C:18]=3[CH2:17]2)=[O:15])=[CH:11][CH:12]=1)([OH:6])=[O:4]. Reported procedure: 19.2 g of 4,4,7,7-tetramethyl-2-pentyl-2,3,4,5,6,7-hexahydro-1H-indene-2-carboxylic acid 4-allyloxycarbonyl-phenyl ester were dissolved in 460 ml of THF. The reaction flask was evacuated and ventilated with argon twice. 4.6 g of tetrakis (triphenylphosphine) palladium were added, followed by 37 g of morpholine. The reaction mixture was stirred for 4 hours at room temperature, poured on 1500 ml of ice/water, acidified with 6N HCl and extracted with ethyl acetate. The organic phase was washed with... Starting materials: C(C)C(C(NC(=O)OCC)NC(=O)OCC)CNC(=O)OCC (2-ethyl-1,1,3-tri(ethoxycarbonylamino)propane), [H][H] (hydrogen). Reagents/catalysts: [Ni] (Raney nickel). Run in C(C)O (ethanol). The product is C(C)C(CNC(=O)OCC)CNC(=O)OCC (2-ethyl-1,3-di(ethoxycarbonylamino)propane). Yield: 93.7%. RXN SMILES: [CH2:1]([CH:3]([CH2:17][NH:18][C:19]([O:21][CH2:22][CH3:23])=[O:20])[CH:4](NC(OCC)=O)[NH:5][C:6]([O:8][CH2:9][CH3:10])=[O:7])[CH3:2].[H][H]>C(O)C.[Ni]>[CH2:1]([CH:3]([CH2:17][NH:18][C:19]([O:21][CH2:22][CH3:23])=[O:20])[CH2:4][NH:5][C:6]([O:8][CH2:9][CH3:10])=[O:7])[CH3:2]. Procedure: 130 g of the 2-ethyl-1,1,3-tri(ethoxycarbonylamino)propane prepared in stage (a) are dissolved in 1300 ml of ethanol, 30 g of Raney nickel are added, and hydrogenation is carried out at 200 bar of hydrogen and 165° C. for 15 hours. Removal of the catalyst by filtration and of the solvent and ethyl carbamate by distillation leaves 90 g of 2-ethyl-1,3-di(ethoxycarbonylamino)propane having a purity of 94% (88% isolated yield).